From a dataset of the Open Reaction Database (ORD), a public repository of structured organic reaction records. describe an organic reaction: reactants, conditions, products, and yield The reactants are FC1=C(C(=O)O)C=CC=C1C (2-fluoro-3-methylbenzoic acid), BrN1C(CCC1=O)=O (N-bromosuccinimide), N(=NC(C#N)(C)C)C(C#N)(C)C (azobisisobutyronitrile). Run in C(Cl)(Cl)(Cl)Cl (CCl4). The product is BrCC=1C(=C(C(=O)O)C=CC1)F (3-bromomethyl-2-fluoro-benzoic acid). Yield: 17.5%. Reaction SMILES: [F:1][C:2]1[C:10]([CH3:11])=[CH:9][CH:8]=[CH:7][C:3]=1[C:4]([OH:6])=[O:5].[Br:12]N1C(=O)CCC1=O.N(C(C)(C)C#N)=NC(C)(C)C#N>C(Cl)(Cl)(Cl)Cl>[Br:12][CH2:11][C:10]1[C:2]([F:1])=[C:3]([CH:7]=[CH:8][CH:9]=1)[C:4]([OH:6])=[O:5]. Procedure: A mixture of 2-fluoro-3-methylbenzoic acid (0.462 g, 3 mmol), N-bromosuccinimide (0.560 g, 3.15 mmol), azobisisobutyronitrile (AIBN) (0.024 g, 0.15 mmol) and CCl4 (10 ml) was heated at reflux for 18 h. The reaction mixture was then reduced in vacuo and partitioned between ethyl acetate and aqueous K2CO3. The aqueous layer was acidified (2M HCl) and cooled in ice. The precipitate obtained was collected by filtration and dried in vacuo to give 3-bromomethyl-2-fluoro-benzoic acid (0.1225 g, 13%) as... The reactants are [N+](=O)([O-])C1=CC=C(C(=O)OC2=CC=C(C=C2)C2=C(C=C(C=C2)F)F)C=C1 (4-(2,4-difluorophenyl)-phenyl 4-nitro-benzoate), FC1=C(C=CC(=C1)F)C1=CC=CC=C1 (2,4-difluorobiphenyl), [N+](=O)([O-])C1=CC=C(C(=O)Cl)C=C1 (4-nitro-benzoyl chloride). Yields the product FC1=C(C=CC(=C1)F)C1=CC=C(C(=O)C2=CC=C(C=C2)[N+](=O)[O-])C=C1 (4-(2,4-difluorophenyl)-4'-nitro-benzophenone). Reaction SMILES: [N+](C1C=CC(C(O[C:11]2[CH:16]=[CH:15][C:14]([C:17]3[CH:22]=[CH:21][C:20]([F:23])=[CH:19][C:18]=3[F:24])=[CH:13][CH:12]=2)=O)=CC=1)([O-])=O.FC1C=C(F)C=CC=1C1C=CC=CC=1.[N+:41]([C:44]1[CH:52]=[CH:51][C:47]([C:48](Cl)=[O:49])=[CH:46][CH:45]=1)([O-:43])=[O:42]>>[F:24][C:18]1[CH:19]=[C:20]([F:23])[CH:21]=[CH:22][C:17]=1[C:14]1[CH:13]=[CH:12][C:11]([C:48]([C:47]2[CH:46]=[CH:45][C:44]([N+:41]([O-:43])=[O:42])=[CH:52][CH:51]=2)=[O:49])=[CH:16][CH:15]=1. Reported procedure: A process for the preparation of 4-(2,4-difluorophenyl)-phenyl 4-nitro-benzoate comprising the Friedel-Crafts acylation of 2,4-difluorobiphenyl with 4-nitro-benzoyl chloride in order to obtain 4-(2,4-difluorophenyl)-4'-nitro-benzophenone and the Baeyer-Villiger oxidation of this latter. The reactants are C1CCOC1, CN1CCOCC1, Cn1c(C(=O)O)cc2ccccc21, CC(C)COC(=O)Cl, [NH4+], [OH-]. Product: Cn1c(CN)cc2ccccc21. Reaction SMILES: [CH2:31]1[O:32][CH2:33][CH2:34][CH2:35]1.[CH3:14][N:15]1[CH2:16][CH2:17][O:18][CH2:19][CH2:20]1.[CH3:1][n:2]1[c:3]([C:11]([OH:12])=[O:13])[cH:4][c:5]2[cH:6][cH:7][cH:8][cH:9][c:10]12.[Cl:21][C:22]([O:23][CH2:24][CH:25]([CH3:26])[CH3:27])=[O:28].[NH4+:30].[OH-:29]>>[CH3:1][n:2]1[c:3]([CH2:11][NH2:15])[cH:4][c:5]2[cH:6][cH:7][cH:8][cH:9][c:10]12. Reactants: CC(C)(C)OC(=O)NCc1ccccc1Br, CC(=O)[O-], CC(=O)[O-], CC=CC(=O)OCC, CCCCN(CCCC)CCCC, [Pd+2], Cc1ccccc1P(c1ccccc1C)c1ccccc1C. Yields the product CCOC(=O)C=C(C)c1ccccc1CNC(=O)OC(C)(C)C. Reaction SMILES: [C:1](=[O:2])([O:3][C:4]([CH3:5])([CH3:6])[CH3:7])[NH:8][CH2:9][c:10]1[c:11]([Br:16])[cH:12][cH:13][cH:14][cH:15]1.[C:60]([O-:61])(=[O:62])[CH3:63].[C:65]([O-:66])(=[O:67])[CH3:68].[CH2:52]([CH3:53])[O:54][C:55]([CH:56]=[CH:57][CH3:58])=[O:59].[CH3:17][CH2:18][CH2:19][CH2:20][N:21]([CH2:22][CH2:23][CH2:24][CH3:25])[CH2:26][CH2:27][CH2:28][CH3:29].[Pd+2:64].[c:30]1([CH3:31])[cH:32][cH:33][cH:34][cH:35][c:36]1[P:37]([c:38]1[cH:39][cH:40][cH:41][cH:42][c:43]1[CH3:44])[c:45]1[cH:46][cH:47][cH:48][cH:49][c:50]1[CH3:51]>>[C:1](=[O:2])([O:3][C:4]([CH3:5])([CH3:6])[CH3:7])[NH:8][CH2:9][c:10]1[c:11]([C:57](=[CH:56][C:55]([O:54][CH2:52][CH3:53])=[O:59])[CH3:58])[cH:12][cH:13][cH:14][cH:15]1. Reactants: C(C)(=O)O (acetic acid), O1CC1(CCl)C1=C(C=C(C=C1)F)F (1,2-epoxy-2-(2,4-difluorophenyl)-3-chloropropane), C[Si](N1N=CN=C1)(C)C (1-(trimethylsilyl)-1,2,4-triazole), N1(N=CN=C1)[K] (1,2,4-triazol-1-yl potassium). Solvent: CN(C=O)C (dimethyl formamide), O (water). The product is ClCC(CN1N=CN=C1)(O[Si](C)(C)C)C1=C(C=C(C=C1)F)F (1-Chloro-2-(2,4-difluorophenyl)-3-(1,2,4-triazol-1-yl)-2-(trimethylsilyloxy) propane). RXN SMILES: [O:1]1[C:3]([C:6]2[CH:11]=[CH:10][C:9]([F:12])=[CH:8][C:7]=2[F:13])([CH2:4][Cl:5])[CH2:2]1.[CH3:14][Si:15]([CH3:22])([CH3:21])N1C=NC=N1.[N:23]1([K])[CH:27]=[N:26][CH:25]=[N:24]1.C(O)(=O)C>CN(C)C=O.O>[Cl:5][CH2:4][C:3]([C:6]1[CH:11]=[CH:10][C:9]([F:12])=[CH:8][C:7]=1[F:13])([O:1][Si:15]([CH3:22])([CH3:21])[CH3:14])[CH2:2][N:23]1[CH:27]=[N:26][CH:25]=[N:24]1. Procedure details: 4.11 g (0.02 moles) of 1,2-epoxy-2-(2,4-difluorophenyl)-3-chloropropane are reacted with 4.23 g (0.03 moles) of 1-(trimethylsilyl)-1,2,4-triazole and 0.1 g (0.001 mole) of 1,2,4-triazol-1-yl potassium in 50 ml of dimethyl formamide at 50° C. for 2 hours. Then the reaction mixture is neutralized by glacial acetic acid, mixed with 250 ml of water at room temperature and extracted twice with 50 ml of dichloromethane each. The combined extracts are washed three times with 50 ml of water each, dried ... Starting materials: BrC=1C(=NC=CC1)C#N (3-bromo-2-cyanopyridine), C(=O)([O-])[O-].[Na+].[Na+] (Na2CO3), BrC=1C=C2C(=CC1)OC1(CCC1)C1(COC1)C21N=C(OC1)N(C(=O)OC(C)(C)C)C(=O)OC(C)(C)C (di-tert-butyl (6′-bromotrispiro[cyclobutane-1,2′-chromene-4′,4″-[1,3]oxazole-3′,3′″-oxetan]-2″-yl)imidodicarbonate), CC1(OB(OC1(C)C)B1OC(C(O1)(C)C)(C)C)C (4,4,4′,4′,5,5,5′,5′-octamethyl-2,2′-bi-1,3,2-dioxaborolane), C(C)(=O)[O-].[K+] (potassium acetate), C (charcoal). The reagents and catalysts are Cl[Pd]([P](C1=CC=CC=C1)(C2=CC=CC=C2)C3=CC=CC=C3)([P](C4=CC=CC=C4)(C5=CC=CC=C5)C6=CC=CC=C6)Cl (bis(triphenylphosphine)palladium(II) dichloride). The solvent is C1(=CC=CC=C1)C (toluene), O (water), O1CCOCC1 (dioxane). Conditions: temperature 100 celsius, time 7 hour. The product is NC=1OCC2(N1)C1=CC(=CC=C1OC1(CCC1)C21COC1)C=1C(=NC=CC1)C#N (3-(2″-aminotrispiro[cyclobutane-1,2′-chromene-4′,4″-[1,3]oxazole-3′,3′″-oxetan]-6′-yl)pyridine-2-carbonitrile). Isolated yield 68.4%. As a reaction SMILES: Br[C:2]1[CH:3]=[C:4]2[C:17]3([CH2:21][O:20][C:19]([N:22](C(OC(C)(C)C)=O)C(OC(C)(C)C)=O)=[N:18]3)[C:13]3([CH2:16][O:15][CH2:14]3)[C:9]3([CH2:12][CH2:11][CH2:10]3)[O:8][C:5]2=[CH:6][CH:7]=1.CC1(C)C(C)(C)OB(B2OC(C)(C)C(C)(C)O2)O1.C([O-])(=O)C.[K+].Br[C:61]1[C:62]([C:67]#[N:68])=[N:63][CH:64]=[CH:65][CH:66]=1.C([O-])([O-])=O.[Na+].[Na+].C>O1CCOCC1.C1(C)C=CC=CC=1.Cl[Pd](Cl)([P](C1C=CC=CC=1)(C1C=CC=CC=1)C1C=CC=CC=1)[P](C1C=CC=CC=1)(C1C=CC=CC=1)C1C=CC=CC=1.O>[NH2:22][C:19]1[O:20][CH2:21][C:17]2([C:13]3([CH2:14][O:15][CH2:16]3)[C:9]3([CH2:12][CH2:11][CH2:10]3)[O:8][C:5]3[C:4]2=[CH:3][C:2]([C:61]2[C:62]([C:67]#[N:68])=[N:63][CH:64]=[CH:65][CH:66]=2)=[CH:7][CH:6]=3)[N:18]=1 |f:2.3,5.6.7,^1:91,110|. Procedure: A mixture of di-tert-butyl (6′-bromotrispiro[cyclobutane-1,2′-chromene-4′,4″-[1,3]oxazole-3′,3′″-oxetan]-2″-yl)imidodicarbonate (300 mg, 0.531 mmol), 4,4,4′,4′,5,5,5′,5′-octamethyl-2,2′-bi-1,3,2-dioxaborolane (150 mg, 0.584 mmol), potassium acetate (91.1 mg, 0.928 mmol) and bis(triphenylphosphine)palladium(II) dichloride (37 mg, 0.053 mmol) in dioxane (2.4 mL) was stirred for 7 hours at 100° C. To the mixture was added 3-bromo-2-cyanopyridine (243 mg, 1.33 mmol), Na2CO3 (225 mg, 2.12 mmol) and w... Reactants: O1C(OCC1)C1=NC=CC=C1[N+](=O)[O-] (2-(1,3-Dioxolan-2-yl)-3-nitropyridine). The reagents and catalysts are [Pd] (Pd/C). Run in C(C)O (ethanol). Product: O1C(OCC1)C1=NC=CC=C1N (2-(1,3-dioxolan-2-yl)-3-pyridinamine). RXN SMILES: [O:1]1[CH2:5][CH2:4][O:3][CH:2]1[C:6]1[C:11]([N+:12]([O-])=O)=[CH:10][CH:9]=[CH:8][N:7]=1>C(O)C.[Pd]>[O:1]1[CH2:5][CH2:4][O:3][CH:2]1[C:6]1[C:11]([NH2:12])=[CH:10][CH:9]=[CH:8][N:7]=1. Reported procedure: 2-(1,3-Dioxolan-2-yl)-3-nitropyridine (10 g, 51 mmol) was suspended in ethanol (300 mL). To the mixture was added 10% Pd/C (3 g). The reaction mixture was kept at 60 psi pressure using Parr-shaker hydrogenation assembly. After completion of reaction (6 h), the reaction mixture was filtered through Celite™ and the filtrate was concentrated under reduced pressure to give 2-(1,3-dioxolan-2-yl)-3-pyridinamine as an off orange solid: 1H-NMR (CDCl3) δ: 4.4-4.0 (m, 6H), 5.8 (s, 1H), 7.2-6.9 (m, 2H), 8.... Reactants: CC(CCl)=NOC(C)(C)C, OCCCCCO, CC[N+](CC)(CC)Cc1ccccc1, [Cl-], Cl, [Na+], C1CCOC1, [OH-]. The product is CC(COCCCCCO)=NOC(C)(C)C. Reaction SMILES: [C:10]([CH3:11])([CH3:12])([CH3:13])[O:14][N:15]=[C:16]([CH3:17])[CH2:18][Cl:19].[CH2:1]([CH2:2][CH2:3][CH2:4][CH2:5][OH:6])[OH:7].[CH2:22]([N+:23]([CH2:24][CH3:25])([CH2:26][CH3:27])[CH2:28][CH3:29])[c:30]1[cH:31][cH:32][cH:33][cH:34][cH:35]1.[Cl-:21].[ClH:20].[Na+:9].[O:36]1[CH2:37][CH2:38][CH2:39][CH2:40]1.[OH-:8]>>[CH2:1]([CH2:2][CH2:3][CH2:4][CH2:5][O:6][CH2:18][C:16](=[N:15][O:14][C:10]([CH3:11])([CH3:12])[CH3:13])[CH3:17])[OH:7]. The reactants are C(OC\C=C\C1=CC=CC=C1)(OCC)=O ((E)-cinnamyl ethyl carbonate), [O-]C1=CC=CC=C1.[Na+] (sodium phenoxide), C(OC)([O-])=O (methyl carbonate). Solvent: CCOCC (ether). The product is [O-]C1=CC=CC=C1 (phenoxide), C([O-])([O-])=O (carbonate). Reaction SMILES: [O-:1][C:2]1[CH:7]=[CH:6][CH:5]=[CH:4][CH:3]=1.[Na+].[C:9](=[O:13])([O-:12])[O:10]C.C(=O)(OCC)OC/C=C/C1C=CC=CC=1>CCOCC>[O-:1][C:2]1[CH:7]=[CH:6][CH:5]=[CH:4][CH:3]=1.[C:9](=[O:10])([O-:13])[O-:12] |f:0.1|. Procedure details: Alkali metal phenoxides as nucleophiles proved to be superior to the combination of phenol and amine base. Sodium phenoxide furnished the corresponding allylation product with high regio- and enantioselectivity (Table 6, entries 4-6). Reaction of sodium phenoxide with methyl carbonate 1a formed the alkylation product at room temperature in a modest 40% yield because of competing trans-esterification (entry 4), but reactions with the more hindered and less reactive (E)-cinnamyl ethyl carbonate (1...